From a dataset of the Open Reaction Database (ORD), a public repository of structured organic reaction records. describe an organic reaction: reactants, conditions, products, and yield The reactants are C(C)(=O)Cl (acetyl chloride), ice, N1C(=CC=C1)C(=O)OCC (ethyl pyrrole 2-carboxylate), [Al+3].[Cl-].[Cl-].[Cl-] (AlCl3), CO (methanol). Run in ClCCCl (1,2-dichloroethane), ClCCCl (1,2-dichloroethane), ClCCl (dichloromethane). Conditions: time 1 hour. The product is C(C)(=O)C=1C=C(NC1)C(=O)OCC (Ethyl 4-acetylpyrrole-2-carboxylate). Isolated yield 76.7%. As a reaction SMILES: [NH:1]1[CH:5]=[CH:4][CH:3]=[C:2]1[C:6]([O:8][CH2:9][CH3:10])=[O:7].[Al+3].[Cl-].[Cl-].[Cl-].[C:15](Cl)(=[O:17])[CH3:16].CO>ClCCCl.ClCCl>[C:15]([C:4]1[CH:3]=[C:2]([C:6]([O:8][CH2:9][CH3:10])=[O:7])[NH:1][CH:5]=1)(=[O:17])[CH3:16] |f:1.2.3.4|. Reported procedure: In a two-neck round bottom flask with an argon inlet, 4.0 g of ethyl pyrrole 2-carboxylate (28.8 mmol) is dissolved in 100 ml of 1,2-dichloroethane. Subsequently, 8.0 g of AlCl3 is added slowly. A solution of 4.4 ml of acetyl chloride (62 mmol) in 50 ml of 1,2-dichloroethane was then added dropwise over a period of 15 min. After stirring the reaction mixture at room temperature for one hour, it is carefully poured onto 200 g of crushed ice. After hydrolysis, the mixture is transferred into a sep... The reactants are CCOc1cc(C(C)(C)C)ncc1C1=NC(C)(c2ccc(Cl)cc2)C(C)(c2ccc(Cl)cc2)N1C(=O)N1CCC(CC(=O)O)CC1, COCC1CCNCC1. The product is CCOc1cc(C(C)(C)C)ncc1C1=NC(C)(c2ccc(Cl)cc2)C(C)(c2ccc(Cl)cc2)N1C(=O)N1CCC(CC(=O)N2CCC(COC)CC2)CC1. As a reaction SMILES: [C:1]([CH3:2])([CH3:3])([CH3:4])[c:5]1[cH:6][c:7]([O:44][CH2:45][CH3:46])[c:8]([C:11]2=[N:15][C:14]([CH3:16])([c:17]3[cH:18][cH:19][c:20]([Cl:23])[cH:21][cH:22]3)[C:13]([CH3:24])([c:25]3[cH:26][cH:27][c:28]([Cl:31])[cH:29][cH:30]3)[N:12]2[C:32](=[O:33])[N:34]2[CH2:35][CH2:36][CH:37]([CH2:40][C:41](=[O:42])[OH:43])[CH2:38][CH2:39]2)[cH:9][n:10]1.[CH3:47][O:48][CH2:49][CH:50]1[CH2:51][CH2:52][NH:53][CH2:54][CH2:55]1>>[C:1]([CH3:2])([CH3:3])([CH3:4])[c:5]1[cH:6][c:7]([O:44][CH2:45][CH3:46])[c:8]([C:11]2=[N:15][C:14]([CH3:16])([c:17]3[cH:18][cH:19][c:20]([Cl:23])[cH:21][cH:22]3)[C:13]([CH3:24])([c:25]3[cH:26][cH:27][c:28]([Cl:31])[cH:29][cH:30]3)[N:12]2[C:32](=[O:33])[N:34]2[CH2:35][CH2:36][CH:37]([CH2:40][C:41](=[O:43])[N:53]3[CH2:52][CH2:51][CH:50]([CH2:49][O:48][CH3:47])[CH2:55][CH2:54]3)[CH2:38][CH2:39]2)[cH:9][n:10]1.